From a dataset of the Open Reaction Database (ORD), a public repository of structured organic reaction records. describe an organic reaction: reactants, conditions, products, and yield Reactants: CC1(C)OC(C(O)CNCCO)C(CC2CCCCC2)N1C(=O)OCc1ccccc1, CCO, [Pd]. The product is NC(CC1CCCCC1)C(O)C(O)CNCCO. As a reaction SMILES: [CH2:1]([O:2][C:3](=[O:7])[N:11]1[C:4]([CH3:5])([CH3:6])[O:13][CH:14]([CH:23]([CH2:24][NH:25][CH2:26][CH2:27][OH:28])[OH:29])[CH:15]1[CH2:16][CH:17]1[CH2:18][CH2:19][CH2:20][CH2:21][CH2:22]1)[c:8]1[cH:9][cH:10][cH:12][cH:30][cH:31]1.[CH3:32][CH2:33][OH:34].[Pd:35]>>[NH2:11][CH:15]([CH:14]([OH:13])[CH:23]([CH2:24][NH:25][CH2:26][CH2:27][OH:28])[OH:29])[CH2:16][CH:17]1[CH2:18][CH2:19][CH2:20][CH2:21][CH2:22]1.